This data is from the Open Reaction Database (ORD), a public repository of structured organic reaction records. The task is: describe an organic reaction: reactants, conditions, products, and yield Starting materials: ClC(=O)OC(C)Cl (1-Chloroethyl chloroformate), CN(CCN1C2=C(SCC1)C=C(C=C2)[N+](=O)[O-])C (N,N-dimethyl-2-(7-nitro-2H-benzo[b][1,4]thiazin-4(3H)-yl)ethanamine). The solvent is ClCCCl (1,2-dichloroethane). Conditions: time 3 hour. Product: CNCCN1C2=C(SCC1)C=C(C=C2)[N+](=O)[O-] (N-Methyl-2-(7-nitro-2H-benzo[b][1,4]thiazin-4(3H)-yl)ethanamine). RXN SMILES: ClC(OC(Cl)C)=O.[CH3:8][N:9](C)[CH2:10][CH2:11][N:12]1[CH2:17][CH2:16][S:15][C:14]2[CH:18]=[C:19]([N+:22]([O-:24])=[O:23])[CH:20]=[CH:21][C:13]1=2>ClCCCl>[CH3:8][NH:9][CH2:10][CH2:11][N:12]1[CH2:17][CH2:16][S:15][C:14]2[CH:18]=[C:19]([N+:22]([O-:24])=[O:23])[CH:20]=[CH:21][C:13]1=2. Procedure: 1-Chloroethyl chloroformate (0.612 mL, 5.61 mmol) was added to a solution of N,N-dimethyl-2-(7-nitro-2H-benzo[b][1,4]thiazin-4(3H)-yl)ethanamine (1.0 g, 3.74 mmol) in 1,2-dichloroethane (20 mL) at 0° C. in an argon atmosphere. The solution was brought to room temperature and refluxed under vigorous stirring for 3 hours. The solution was concentrated and then refluxed in MeOH (20 mL). The solution was concentrated to give dark brown viscous oil (1.05 g, quantitative). 1H NMR (CDCl3) δ 7.96 (d, J=... Starting materials: C(C)(C)(C)OC(=O)N1CCN(CC1)C1=C(C(=NC=C1)N)[N+](=O)[O-] (4-(2-Amino-3-nitro-pyridin-4-yl)-piperazine-1-carboxylic acid tert-butyl ester). The reagents and catalysts are [Pd] (Pd/C). The solvent is CO (MeOH). Reaction conditions: time 18 hour. The product is C(C)(C)(C)OC(=O)N1CCN(CC1)C1=C(C(=NC=C1)N)N (4-(2,3-Diamino-pyridin-4-yl)-piperazine-1-carboxylic acid tert-butyl ester). Yield: 76.5%. RXN SMILES: [C:1]([O:5][C:6]([N:8]1[CH2:13][CH2:12][N:11]([C:14]2[CH:19]=[CH:18][N:17]=[C:16]([NH2:20])[C:15]=2[N+:21]([O-])=O)[CH2:10][CH2:9]1)=[O:7])([CH3:4])([CH3:3])[CH3:2]>CO.[Pd]>[C:1]([O:5][C:6]([N:8]1[CH2:9][CH2:10][N:11]([C:14]2[CH:19]=[CH:18][N:17]=[C:16]([NH2:20])[C:15]=2[NH2:21])[CH2:12][CH2:13]1)=[O:7])([CH3:4])([CH3:2])[CH3:3]. Procedure: 4-(2-Amino-3-nitro-pyridin-4-yl)-piperazine-1-carboxylic acid tert-butyl ester (5) (260 mg, 0.81 mmol) was dissolved in MeOH (10 ml) with 10% Pd/C (40 mg). It was stirred under a hydrogen atmosphere for 18 hours. It was filtered through CELITE to remove the palladium, and the solvent was removed under vacuum to yield the title product 6 (200 mg (85%), 0.62 mmol). 1H NMR (DMSO-d6): δ 7.29 (d, J=5 Hz, 1H), 6.29 (d, J=5 Hz, 1H), 5.30 (s, 2H), 4.21 (s, 2H), 3.48 (m, 4H), 2.74 (m, 4H), 1.41 (s, 9H). ... Starting materials: C1(=CC=CC=C1)C (toluene), COC=1C=C(N)C=CC1OC (3,4-dimethoxyaniline), C(=O)C(C(=O)[O-])C1=CC=CC=C1 (formylphenylacetate), C1(=CC=CC=C1)C (toluene), Cl (HCl). Product: COC=1C=C(N\C=C(/C(=O)OCC)\C2=CC=CC=C2)C=CC1OC (Ethyl (Z)-3-(3,4-dimethoxyanilino)-2-phenyl-2-propenoate). Isolated yield 60.0%. Reaction SMILES: [CH3:1][O:2][C:3]1[CH:4]=[C:5]([CH:7]=[CH:8][C:9]=1[O:10][CH3:11])[NH2:6].[CH:12]([CH:14]([C:18]1[CH:23]=[CH:22][CH:21]=[CH:20][CH:19]=1)[C:15]([O-:17])=[O:16])=O.Cl.[C:25]1(C)C=CC=C[CH:26]=1>>[CH3:1][O:2][C:3]1[CH:4]=[C:5]([CH:7]=[CH:8][C:9]=1[O:10][CH3:11])[NH:6]/[CH:12]=[C:14](/[C:18]1[CH:23]=[CH:22][CH:21]=[CH:20][CH:19]=1)\[C:15]([O:17][CH2:25][CH3:26])=[O:16]. Procedure: A solution of 3,4-dimethoxyaniline (1.50 g, 9.79 mmol) and ethyl ∀-formylphenylacetate (2.07 g, 1.1 eq) in toluene (20 ml ) is refluxed for 18 hours. After cooling, the reaction mixture is diluted with toluene (10 ml) and then acidified with 10% HCl. After extraction, the organic phase obtained is dried over MgSO4 and then evaporated under reduced pressure. The residue is purified by chromatography on a column of silica (eluent: CH2Cl2) to give 1.92 g (60%) of compound 13 in the form of an oil w... Reactants: Cn1ncnc1CO, C[Si](C)(C)[N-][Si](C)(C)C, CN(C)C=O, Cc1cc(-c2nnc3c4cccnc4c(Cl)nn23)no1, [Li+]. Yields the product Cc1cc(-c2nnc3c4cccnc4c(OCc4ncnn4C)nn23)no1. RXN SMILES: [CH3:21][n:22]1[n:23][cH:24][n:25][c:26]1[CH2:27][OH:28].[CH3:29][Si:30]([N-:31][Si:32]([CH3:33])([CH3:34])[CH3:35])([CH3:36])[CH3:37].[CH:39]([N:40]([CH3:41])[CH3:42])=[O:43].[Cl:1][c:2]1[n:3][n:4]2[c:5]([c:6]3[cH:7][cH:8][cH:9][n:10][c:11]13)[n:12][n:13][c:14]2-[c:15]1[n:16][o:17][c:18]([CH3:20])[cH:19]1.[Li+:38]>>[c:2]1([O:28][CH2:27][c:26]2[n:22]([CH3:21])[n:23][cH:24][n:25]2)[n:3][n:4]2[c:5]([c:6]3[cH:7][cH:8][cH:9][n:10][c:11]13)[n:12][n:13][c:14]2-[c:15]1[n:16][o:17][c:18]([CH3:20])[cH:19]1. The reactants are CN(C(CC1=CC2=C(NC(N2)=O)C=C1)=O)[C@H](CN1C[C@H](CC1)OCC1=CC=CC=C1)C1=CC=C(C=C1)OCC1=CC=CC=C1 (N-methyl-N-[(1S)-1-(p-benzyloxyphenyl)-2-((3S)-3-benzyloxypyrrolidino)ethyl]-2-(2-oxo-2,3-dihydrobenzimidazol-5-yl)acetamide), Pd--C, [H][H] (hydrogen). The solvent is C(C)(=O)OCC (ethyl acetate). Product: CN(C(CC1=CC2=C(NC(N2)=O)C=C1)=O)[C@H](CN1C[C@H](CC1)O)C1=CC=C(C=C1)O (N-methyl-N-[(1S)-1-(p-hydroxyphenyl)-2-((3S)-3-hydroxypyrrolidino)ethyl]-2-(2-oxo-2,3-dihydrobenzimidazol-5-yl)acetamide). As a reaction SMILES: [CH3:1][N:2]([C@@H:16]([C:31]1[CH:36]=[CH:35][C:34]([O:37]CC2C=CC=CC=2)=[CH:33][CH:32]=1)[CH2:17][N:18]1[CH2:22][CH2:21][C@H:20]([O:23]CC2C=CC=CC=2)[CH2:19]1)[C:3](=[O:15])[CH2:4][C:5]1[CH:14]=[CH:13][C:8]2[NH:9][C:10](=[O:12])[NH:11][C:7]=2[CH:6]=1.[H][H]>C(OCC)(=O)C>[CH3:1][N:2]([C@@H:16]([C:31]1[CH:32]=[CH:33][C:34]([OH:37])=[CH:35][CH:36]=1)[CH2:17][N:18]1[CH2:22][CH2:21][C@H:20]([OH:23])[CH2:19]1)[C:3](=[O:15])[CH2:4][C:5]1[CH:14]=[CH:13][C:8]2[NH:9][C:10](=[O:12])[NH:11][C:7]=2[CH:6]=1. Procedure details: A solution of 1 g of N-methyl-N-[(1S)-1-(p-benzyloxyphenyl)-2-((3S)-3-benzyloxypyrrolidino)ethyl]-2-(2-oxo-2,3-dihydrobenzimidazol-5-yl)acetamide in 25 ml of ethyl acetate is hydrogenated on 0.5 g of 5% Pd--C at 20° and under 1 bar until hydrogen uptake ceases, the mixture is filtered, the filtrate is evaporated, and N-methyl-N-[(1S)-1-(p-hydroxyphenyl)-2-((3S)-3-hydroxypyrrolidino)ethyl]-2-(2-oxo-2,3-dihydrobenzimidazol-5-yl)acetamide is obtained.